This data is from the Open Reaction Database (ORD), a public repository of structured organic reaction records. The task is: describe an organic reaction: reactants, conditions, products, and yield Starting materials: BrCC(=O)C1=CC=C(C=C1)C#N (2-Bromo-1-(4-cyanophenyl)ethanone), C(=O)[O-].[Na+] (sodium formate). The solvent is CO (methanol). The product is OCC(=O)C1=CC=C(C=C1)C#N (2-Hydroxy-1-(4-cyanophenyl)ethanone). Yield: 50.0%. RXN SMILES: Br[CH2:2][C:3]([C:5]1[CH:10]=[CH:9][C:8]([C:11]#[N:12])=[CH:7][CH:6]=1)=[O:4].C([O-])=[O:14].[Na+]>CO>[OH:14][CH2:2][C:3]([C:5]1[CH:10]=[CH:9][C:8]([C:11]#[N:12])=[CH:7][CH:6]=1)=[O:4] |f:1.2|. Procedure details: To a solution of 2-Bromo-1-(4-cyanophenyl)ethanone (15 g, 0.067 mol) in methanol (200 ml) was added sodium formate (13.6 g, 0.201 mol) at RT. The reaction mixture was refluxed for 15 h and filtered. The filtrate was concentrated under reduced pressure. The residue was dissolved with ethyl acetate, washed with water and brine solution, dried over Na2SO4 and evaporated. The crude material was purified by column chromatography using petroleum ether and ethyl acetate (60:40) as an eluent to afford (... The reactants are ClCCl, COC(=O)c1cc(C)c(Br)c(S(=O)(=O)Cl)c1, Nc1ccccc1O, c1ccncc1. The product is COC(=O)c1cc(C)c(Br)c(S(=O)(=O)Nc2ccccc2O)c1. Reaction SMILES: [CH2:31]([Cl:32])[Cl:33].[CH3:9][O:10][C:11]([c:12]1[cH:13][c:14]([S:20](=[O:21])(=[O:22])[Cl:23])[c:15]([Br:19])[c:16]([CH3:18])[cH:17]1)=[O:24].[NH2:1][c:2]1[cH:3][cH:4][cH:5][cH:6][c:7]1[OH:8].[cH:25]1[cH:26][cH:27][n:28][cH:29][cH:30]1>>[NH:1]([c:2]1[cH:3][cH:4][cH:5][cH:6][c:7]1[OH:8])[S:20]([c:14]1[cH:13][c:12]([C:11]([O:10][CH3:9])=[O:24])[cH:17][c:16]([CH3:18])[c:15]1[Br:19])(=[O:21])=[O:22]. Procedure details: To a solution containing 7.54 g (0.02 mol) of (+)-cis-1-benzyl-4-(4-fluorophenyl)-3-mesyloxymethylpiperidine in 120 ml of tertiary butanol, 3 g (0.022 mol) of sesamol and 3.35 g (0.03 mol) of potassium tertiary butoxide are added and the mixture is boiled under reflux for 12 hours. After completion of the reaction the mixture is evaporated and 100 ml of dichloromethane and 50 ml of water are added to the residue. After separation, the organic phase is washed with water until neutral, dried over ... Solvent: C(C)(C)(C)O (tertiary butanol). Yields the product C(C1=CC=CC=C1)N1C[C@H]([C@@H](CC1)C1=CC=C(C=C1)F)COC1=CC2=C(C=C1)OCO2 ((−)-trans-1-Benzyl-4-(4-fluorophenyl)-3-(3,4-methylenedioxyphenoxymethyl)piperidine). Reaction SMILES: [CH2:1]([N:8]1[CH2:13][CH2:12][C@H:11]([C:14]2[CH:19]=[CH:18][C:17]([F:20])=[CH:16][CH:15]=2)[C@H:10]([CH2:21][O:22]S(C)(=O)=O)[CH2:9]1)[C:2]1[CH:7]=[CH:6][CH:5]=[CH:4][CH:3]=1.[CH2:27]1[O:31][C:30]2[CH:32]=[C:33](O)[CH:34]=[CH:35][C:29]=2[O:28]1.CC(C)([O-])C.[K+]>C(O)(C)(C)C>[CH2:1]([N:8]1[CH2:13][CH2:12][C@@H:11]([C:14]2[CH:19]=[CH:18][C:17]([F:20])=[CH:16][CH:15]=2)[C@H:10]([CH2:21][O:22][C:33]2[CH:34]=[CH:35][C:29]3[O:28][CH2:27][O:31][C:30]=3[CH:32]=2)[CH2:9]1)[C:2]1[CH:7]=[CH:6][CH:5]=[CH:4][CH:3]=1 |f:2.3|. The yield is 64.0%. The reactants are C(C1=CC=CC=C1)N1C[C@H]([C@H](CC1)C1=CC=C(C=C1)F)COS(=O)(=O)C ((+)-cis-1-benzyl-4-(4-fluorophenyl)-3-mesyloxymethylpiperidine), C1OC2=C(O1)C=C(C=C2)O (sesamol), CC(C)([O-])C.[K+] (potassium tertiary butoxide). Reactants: CS(C)=O, CNC, COc1cc(Br)c2nc(C(=O)Nc3ccc(N4CCOCC4)cc3)cc(Cl)c2c1, C1CCOC1. Product: COc1cc(Br)c2nc(C(=O)Nc3ccc(N4CCOCC4)cc3)cc(N(C)C)c2c1. As a reaction SMILES: [CH3:30][S:31]([CH3:32])=[O:33].[CH3:34][NH:35][CH3:36].[O:1]1[CH2:2][CH2:3][N:4]([c:7]2[cH:8][cH:9][c:10]([NH:13][C:14](=[O:15])[c:16]3[n:17][c:18]4[c:19]([Br:29])[cH:20][c:21]([O:27][CH3:28])[cH:22][c:23]4[c:24]([Cl:26])[cH:25]3)[cH:11][cH:12]2)[CH2:5][CH2:6]1.[O:37]1[CH2:38][CH2:39][CH2:40][CH2:41]1>>[O:1]1[CH2:2][CH2:3][N:4]([c:7]2[cH:8][cH:9][c:10]([NH:13][C:14](=[O:15])[c:16]3[n:17][c:18]4[c:19]([Br:29])[cH:20][c:21]([O:27][CH3:28])[cH:22][c:23]4[c:24]([N:35]([CH3:34])[CH3:36])[cH:25]3)[cH:11][cH:12]2)[CH2:5][CH2:6]1. The reactants are CSC(C(=O)OCC)C1=C(C=CC(=C1)C=O)OC (Ethyl 2-methylthio-2-(5-formyl-2-methoxyphenyl)acetate), aqueous solution, [OH-].[Na+] (sodium hydroxide), Cl (hydrochloric acid). Solvent: C(C)O (ethanol), ice water. Reaction conditions: time 3 hour. The product is CSC(C(=O)O)C1=C(C=CC(=C1)C=O)OC (2-methylthio-2-(5-formyl-2-methoxyphenyl)acetic acid). Isolated yield 93.0%. As a reaction SMILES: [CH3:1][S:2][CH:3]([C:9]1[CH:14]=[C:13]([CH:15]=[O:16])[CH:12]=[CH:11][C:10]=1[O:17][CH3:18])[C:4]([O:6]CC)=[O:5].[OH-].[Na+].Cl>C(O)C>[CH3:1][S:2][CH:3]([C:9]1[CH:14]=[C:13]([CH:15]=[O:16])[CH:12]=[CH:11][C:10]=1[O:17][CH3:18])[C:4]([OH:6])=[O:5] |f:1.2|. Reported procedure: Ethyl 2-methylthio-2-(5-formyl-2-methoxyphenyl)acetate (4.80 g, 17.9 mmol), ethanol (30 mL) and 10% aqueous solution of sodium hydroxide (20 mL) were mixed and the mixture was stirred for 3 hours at room temperature. The reaction mixture was poured in ice water and made acidic with concentrated hydrochloric acid, which was then extracted with ethyl acetate. The extracte was washed with water, dried over anhydrous sodium sulfate, and then concentrated to afford 4.00 g of crude 2-methylthio-2-(5-f... The reactants are FC=1C=C(CN2C(C(C=3C=C4C(=CC23)NC(=N4)NC(C4=CC=CC=C4)=O)(C)C)=O)C=CC1OC (N-[5-(3-Fluoro-4-methoxy-benzyl)-7,7-dimethyl-6-oxo-3,5,6,7-tetrahydro-imidazo[4,5-f]indol-2-yl]-benzamide), B(Br)(Br)Br (BBr3), Cl (hydrochloric acid). Solvent: C(Cl)Cl (CH2Cl2). Conditions: time 18 hour. The product is FC=1C=C(CN2C(C(C=3C=C4C(=CC23)NC(=N4)NC(C4=CC=CC=C4)=O)(C)C)=O)C=CC1O (N-[5-(3-Fluoro-4-hydroxy-benzyl)-7,7-dimethyl-6-oxo-3,5,6,7-tetrahydro-imidazo[4,5-f]indol-2-yl]-benzamide). Yield: 24.6%. RXN SMILES: [F:1][C:2]1[CH:3]=[C:4]([CH:30]=[CH:31][C:32]=1[O:33]C)[CH2:5][N:6]1[C:14]2[CH:13]=[C:12]3[NH:15][C:16]([NH:18][C:19](=[O:26])[C:20]4[CH:25]=[CH:24][CH:23]=[CH:22][CH:21]=4)=[N:17][C:11]3=[CH:10][C:9]=2[C:8]([CH3:28])([CH3:27])[C:7]1=[O:29].B(Br)(Br)Br.Cl>C(Cl)Cl>[F:1][C:2]1[CH:3]=[C:4]([CH:30]=[CH:31][C:32]=1[OH:33])[CH2:5][N:6]1[C:14]2[CH:13]=[C:12]3[NH:15][C:16]([NH:18][C:19](=[O:26])[C:20]4[CH:25]=[CH:24][CH:23]=[CH:22][CH:21]=4)=[N:17][C:11]3=[CH:10][C:9]=2[C:8]([CH3:28])([CH3:27])[C:7]1=[O:29]. Procedure: N-[5-(3-Fluoro-4-methoxy-benzyl)-7,7-dimethyl-6-oxo-3,5,6,7-tetrahydro-imidazo[4,5-f]indol-2-yl]-benzamide (105 mg) is suspended in a BBr3 solution in CH2Cl2 (1 M; 700 μl) and stirred at RT for 18 h. After addition of hydrochloric acid (400 μl; 1 N) the mixture is stirred at RT for another 1 h and then evaporated to dryness. The crude material is purified by preparative RP-HPLC, eluted with MeCN/water to yield the desired compound (25 mg). Starting materials: [BH4-], CC(=O)O, CCO, [Na+], CCCCCC(=O)C=CC1CC1(C(=O)OC)C(=O)OC, O. Yields the product CCCCCC(O)C=CC1CC1(C(=O)OC)C(=O)OC. Reaction SMILES: [BH4-:1].[CH3:26][C:27](=[O:28])[OH:29].[CH3:3][CH2:4][OH:5].[Na+:2].[O:6]=[C:7]([CH:8]=[CH:9][CH:10]1[C:11]([C:13](=[O:14])[O:15][CH3:16])([C:17](=[O:18])[O:19][CH3:20])[CH2:12]1)[CH2:21][CH2:22][CH2:23][CH2:24][CH3:25].[OH2:30]>>[OH:6][CH:7]([CH:8]=[CH:9][CH:10]1[C:11]([C:13](=[O:14])[O:15][CH3:16])([C:17](=[O:18])[O:19][CH3:20])[CH2:12]1)[CH2:21][CH2:22][CH2:23][CH2:24][CH3:25].